Dataset: the Open Reaction Database (ORD), a public repository of structured organic reaction records. Task: describe an organic reaction: reactants, conditions, products, and yield Reactants: C(C(C)(C)C)(=O)OC[C@@H](CC1=CC=CC=C1)NC(=O)OC(C)(C)C ((R)-2-(tert-Butoxycarbonylamino)-3-phenylpropyl pivalate), FC(C(=O)O)(F)F (trifluoroacetic acid). The solvent is C(Cl)Cl (CH2Cl2). Reaction conditions: time 1 hour. Yields the product C(C(C)(C)C)(=O)OC[C@@H](CC1=CC=CC=C1)N ((R)-2-Amino-3-phenylpropyl pivalate). As a reaction SMILES: [C:1]([O:7][CH2:8][C@H:9]([NH:17]C(OC(C)(C)C)=O)[CH2:10][C:11]1[CH:16]=[CH:15][CH:14]=[CH:13][CH:12]=1)(=[O:6])[C:2]([CH3:5])([CH3:4])[CH3:3].FC(F)(F)C(O)=O>C(Cl)Cl>[C:1]([O:7][CH2:8][C@H:9]([NH2:17])[CH2:10][C:11]1[CH:16]=[CH:15][CH:14]=[CH:13][CH:12]=1)(=[O:6])[C:2]([CH3:5])([CH3:4])[CH3:3]. Reported procedure: A cooled solution of compound 94 (1.006 g, 3 mmol) in CH2Cl2 (10 ml) at 0° C. was treated with trifluoroacetic acid (2.5 ml) and stirred for 1 hr at room temperature. The mixture was concentrated in vacuo to give compound 96 as a yellow oil which was used for the next step without further purification. The reactants are [Na] (sodium), C(C1=CC=CC=C1)OC1=C(C=O)C=CC(=C1)OCC1=CC=CC=C1 (2,4-Dibenzyloxybenzaldehyde), O (water). Run in CO (methanol). Product: C(C1=CC=CC=C1)OC1=C(CO)C=CC(=C1)OCC1=CC=CC=C1 (2,4-dibenzyloxybenzyl alcohol). Yield: 98.4%. As a reaction SMILES: [CH2:1]([O:8][C:9]1[CH:16]=[C:15]([O:17][CH2:18][C:19]2[CH:24]=[CH:23][CH:22]=[CH:21][CH:20]=2)[CH:14]=[CH:13][C:10]=1[CH:11]=[O:12])[C:2]1[CH:7]=[CH:6][CH:5]=[CH:4][CH:3]=1.[Na].O>CO>[CH2:1]([O:8][C:9]1[CH:16]=[C:15]([O:17][CH2:18][C:19]2[CH:24]=[CH:23][CH:22]=[CH:21][CH:20]=2)[CH:14]=[CH:13][C:10]=1[CH2:11][OH:12])[C:2]1[CH:3]=[CH:4][CH:5]=[CH:6][CH:7]=1 |^1:24|. Reported procedure: 2,4-Dibenzyloxybenzaldehyde [V] (20 g) was dissolved in methanol (700 ml) and then, thereto was added sodium boronhydride (3.6 g) and this was left to stand at room temperature (20° C.) for 1.5 hours. To the reaction mixture was added water (1.5 liter) and the resulting precipitate was collected by filtration and recrystallized from ethanol to obtain 2,4-dibenzyloxybenzyl alcohol [VI] (19.8 g, yield 98%). Melting point: 84°-85° C.